From a dataset of the Open Reaction Database (ORD), a public repository of structured organic reaction records. describe an organic reaction: reactants, conditions, products, and yield Reactants: ClC1=C(C=CC=C1)C1C=2C(NC(=C1C#N)CBr)=NNC2 (4-(2-chlorophenyl)-5-cyano-6-bromomethyl-4,7-dihydro-2H-pyrazolo[3,4-b]pyridine), N1CCCCC1 (piperidine). The product is Cl.ClC1=C(C=CC=C1)C1C=2C(NC(=C1C#N)CN1CCCCC1)=NNC2 (4-(2-Chlorophenyl)-5-cyano-4,7-dihydro-6-(piperidin-1-yl)methyl-2H-pyrazolo[3,4-b]pyridine Hydrochloride). As a reaction SMILES: [Cl:1][C:2]1[CH:7]=[CH:6][CH:5]=[CH:4][C:3]=1[CH:8]1[C:13]([C:14]#[N:15])=[C:12]([CH2:16]Br)[NH:11][C:10]2=[N:18][NH:19][CH:20]=[C:9]12.[NH:21]1[CH2:26][CH2:25][CH2:24][CH2:23][CH2:22]1>>[ClH:1].[Cl:1][C:2]1[CH:7]=[CH:6][CH:5]=[CH:4][C:3]=1[CH:8]1[C:13]([C:14]#[N:15])=[C:12]([CH2:16][N:21]2[CH2:26][CH2:25][CH2:24][CH2:23][CH2:22]2)[NH:11][C:10]2=[N:18][NH:19][CH:20]=[C:9]12 |f:2.3|. Procedure details: The title compound was prepared from 4-(2-chlorophenyl)-5-cyano-6-bromomethyl-4,7-dihydro-2H-pyrazolo[3,4-b]pyridine and piperidine in the same manner as in Example 352.